Dataset: the Open Reaction Database (ORD), a public repository of structured organic reaction records. Task: describe an organic reaction: reactants, conditions, products, and yield As a reaction SMILES: [CH3:52][S:53]([CH3:54])=[O:55].[Cl:37][c:38]1[o:39][c:40]2[c:41]([n:42]1)[cH:43][c:44]([C:47](=[O:48])[O:49][CH3:50])[cH:45][cH:46]2.[F:1][c:2]1[cH:3][c:4]([CH:8]2[CH2:9][NH:10][CH2:11][CH2:12][CH:13]2[CH2:14][N:15]([C:16]([O:17][C:18]([CH3:19])([CH3:20])[CH3:21])=[O:22])[CH:23]([CH3:24])[c:25]2[cH:26][cH:27][cH:28][c:29]3[cH:30][cH:31][cH:32][cH:33][c:34]23)[cH:5][cH:6][cH:7]1.[H-:35].[Na+:36].[OH2:51]>>[F:1][c:2]1[cH:3][c:4]([CH:8]2[CH2:9][N:10]([c:38]3[o:39][c:40]4[c:41]([n:42]3)[cH:43][c:44]([C:47](=[O:48])[O:49][CH3:50])[cH:45][cH:46]4)[CH2:11][CH2:12][CH:13]2[CH2:14][N:15]([C:16]([O:17][C:18]([CH3:19])([CH3:20])[CH3:21])=[O:22])[CH:23]([CH3:24])[c:25]2[cH:26][cH:27][cH:28][c:29]3[cH:30][cH:31][cH:32][cH:33][c:34]23)[cH:5][cH:6][cH:7]1. Product: COC(=O)c1ccc2oc(N3CCC(CN(C(=O)OC(C)(C)C)C(C)c4cccc5ccccc45)C(c4cccc(F)c4)C3)nc2c1. The reactants are CS(C)=O, COC(=O)c1ccc2oc(Cl)nc2c1, CC(c1cccc2ccccc12)N(CC1CCNCC1c1cccc(F)c1)C(=O)OC(C)(C)C, [H-], [Na+], O. Yields the product COc1c(C)c(C)cc(C)c1C(O)(c1ccc(C(C)C)cc1)C1CCN(Cc2ccccc2)CC1. Starting materials: [Li]CCCC, CC(C)c1ccc(C(=O)C2CCN(Cc3ccccc3)CC2)cc1, CCCCCC, COc1c(C)c(C)cc(C)c1Br, C1CCOC1, O. As a reaction SMILES: [CH2:13]([Li:14])[CH2:15][CH2:16][CH3:17].[CH2:24]([c:25]1[cH:26][cH:27][cH:28][cH:29][cH:30]1)[N:31]1[CH2:32][CH2:33][CH:34]([C:37]([c:38]2[cH:39][cH:40][c:41]([CH:44]([CH3:45])[CH3:46])[cH:42][cH:43]2)=[O:47])[CH2:35][CH2:36]1.[CH3:18][CH2:19][CH2:20][CH2:21][CH2:22][CH3:23].[CH3:1][O:2][c:3]1[c:4]([Br:12])[c:5]([CH3:11])[cH:6][c:7]([CH3:10])[c:8]1[CH3:9].[O:48]1[CH2:49][CH2:50][CH2:51][CH2:52]1.[OH2:53]>>[CH3:1][O:2][c:3]1[c:4]([C:37]([CH:34]2[CH2:33][CH2:32][N:31]([CH2:24][c:25]3[cH:26][cH:27][cH:28][cH:29][cH:30]3)[CH2:36][CH2:35]2)([c:38]2[cH:39][cH:40][c:41]([CH:44]([CH3:45])[CH3:46])[cH:42][cH:43]2)[OH:47])[c:5]([CH3:11])[cH:6][c:7]([CH3:10])[c:8]1[CH3:9]. Reactants: CC(C)(C)OC(=O)c1ccc(CCc2ccccc2)cc1Nc1ccc(OC(F)(F)F)cc1, O=C(O)C(F)(F)F. Yields the product O=C(O)c1ccc(CCc2ccccc2)cc1Nc1ccc(OC(F)(F)F)cc1. Reaction SMILES: [CH2:1]([CH2:2][c:3]1[cH:4][cH:5][cH:6][cH:7][cH:8]1)[c:9]1[cH:10][c:11]([NH:22][c:23]2[cH:24][cH:25][c:26]([O:29][C:30]([F:31])([F:32])[F:33])[cH:27][cH:28]2)[c:12]([C:13](=[O:14])[O:15][C:16]([CH3:17])([CH3:18])[CH3:19])[cH:20][cH:21]1.[OH:34][C:35]([C:36]([F:37])([F:38])[F:39])=[O:40]>>[CH2:1]([CH2:2][c:3]1[cH:4][cH:5][cH:6][cH:7][cH:8]1)[c:9]1[cH:10][c:11]([NH:22][c:23]2[cH:24][cH:25][c:26]([O:29][C:30]([F:31])([F:32])[F:33])[cH:27][cH:28]2)[c:12]([C:13](=[O:14])[OH:15])[cH:20][cH:21]1. The reactants are C(=O)(N1C=NC=C1)N1C=NC=C1 (1,1′-Carbonyldiimidazole), C(C)(C)(C)OC(=O)NCCCCCCCCCCC(=O)O (11-tert-Butoxycarbonylaminoundecanoic acid), C(C)(C)(C)OC(=O)N1CCNCC1 (N-tert-butoxycarbonylpiperazine). Run in O1CCCC1 (tetrahydrofuran), O1CCCC1 (tetrahydrofuran). Run at time 4 hour. Yields the product C(C)(C)(C)OC(=O)N1CCN(CC1)C(CCCCCCCCCCNC(=O)OC(C)(C)C)=O (4-(11-tert-Butoxycarbonylaminoundecanoyl)piperazine-1-carboxylic acid tert-butyl ester). The yield is 65.8%. As a reaction SMILES: C(N1C=CN=C1)(N1C=CN=C1)=O.[C:13]([O:17][C:18]([NH:20][CH2:21][CH2:22][CH2:23][CH2:24][CH2:25][CH2:26][CH2:27][CH2:28][CH2:29][CH2:30][C:31]([OH:33])=O)=[O:19])([CH3:16])([CH3:15])[CH3:14].[C:34]([O:38][C:39]([N:41]1[CH2:46][CH2:45][NH:44][CH2:43][CH2:42]1)=[O:40])([CH3:37])([CH3:36])[CH3:35]>O1CCCC1>[C:34]([O:38][C:39]([N:41]1[CH2:46][CH2:45][N:44]([C:31](=[O:33])[CH2:30][CH2:29][CH2:28][CH2:27][CH2:26][CH2:25][CH2:24][CH2:23][CH2:22][CH2:21][NH:20][C:18]([O:17][C:13]([CH3:14])([CH3:15])[CH3:16])=[O:19])[CH2:43][CH2:42]1)=[O:40])([CH3:37])([CH3:35])[CH3:36]. Procedure details: 1,1′-Carbonyldiimidazole (118 mg, 0.73 mmol) was added to a solution of acid 3 (200 mg, 0.66 mmol) in tetrahydrofuran (5 mL) and the mixture stirred for 4 hours. A solution of N-tert-butoxycarbonylpiperazine (148 mg, 0.79 mmol) in tetrahydrofuran (2 mL) was added and the reaction stirred for an additional 14 hours at room temperature. The solvent was then removed under vacuum and the residual oil purified by column chromatography (silica gel, gradient 99:1 to 95:5 dichloromethane/methanol, v/v) ... Starting materials: C(C)(C)(C)OC(=O)N1C[C@H]([C@@H](C1)CN(C(C1=CC(=C(C=C1)OC)OCCCOC)=O)C(C)C)CN(C)C(=O)C1CC1 ((3R*,4R*)-3-[(cyclopropanecarbonyl-methyl-amino)-methyl]-4-({isopropyl-[4-methoxy-3-(3-methoxy-propoxy)-benzoyl]-amino}-methyl)-pyrrolidine-1-carboxylic acid tert-butyl ester), C(=O)(C(F)(F)F)O (TFA), C(=O)(O)[O-].[Na+] (NaHCO3). The solvent is C(Cl)Cl (CH2Cl2). Conditions: time 4 hour. Product: C1(CC1)C(=O)N(C)C[C@H]1[C@@H](CNC1)CN(C(C1=CC(=C(C=C1)OC)OCCCOC)=O)C(C)C (N-{(3S*,4S*)-4-[(Cyclopropanecarbonyl-methyl-amino)-methyl]-pyrrolidin-3-ylmethyl}-N-isopropyl-4-methoxy-3-(3-methoxy-propoxy)-benzamide). As a reaction SMILES: C(OC([N:8]1[CH2:12][C@@H:11]([CH2:13][N:14]([CH:31]([CH3:33])[CH3:32])[C:15](=[O:30])[C:16]2[CH:21]=[CH:20][C:19]([O:22][CH3:23])=[C:18]([O:24][CH2:25][CH2:26][CH2:27][O:28][CH3:29])[CH:17]=2)[C@H:10]([CH2:34][N:35]([C:37]([CH:39]2[CH2:41][CH2:40]2)=[O:38])[CH3:36])[CH2:9]1)=O)(C)(C)C.C(O)(C(F)(F)F)=O.C([O-])(O)=O.[Na+]>C(Cl)Cl>[CH:39]1([C:37]([N:35]([CH2:34][C@@H:10]2[CH2:9][NH:8][CH2:12][C@H:11]2[CH2:13][N:14]([CH:31]([CH3:33])[CH3:32])[C:15](=[O:30])[C:16]2[CH:21]=[CH:20][C:19]([O:22][CH3:23])=[C:18]([O:24][CH2:25][CH2:26][CH2:27][O:28][CH3:29])[CH:17]=2)[CH3:36])=[O:38])[CH2:41][CH2:40]1 |f:2.3|. Procedure details: To a solution of (3R*,4R*)-3-[(cyclopropanecarbonyl-methyl-amino)-methyl]-4-({isopropyl-[4-methoxy-3-(3-methoxy-propoxy)-benzoyl]-amino}-methyl)-pyrrolidine-1-carboxylic acid tert-butyl ester (154 mg, 0.267 mmol) in 3 mL CH2Cl2, TFA (309 μL, 4.01 mmol) is added. The mixture is stirred 4 h at RT, and poured into a saturated solution of NaHCO3. The layers are separated, and the aqueous one is back-extracted twice with CH2Cl2. The combined organic extracts are dried over Na2SO4, filtered and concen... The reactants are Clc1cc(Br)ccc1CBr, CCCC[N+](CCCC)(CCCC)CCCC, [Cl-], CC(Cl)Cl, N#C[K], O. Product: N#CCc1ccc(Br)cc1Cl. RXN SMILES: [Br:1][c:2]1[cH:3][c:4]([Cl:10])[c:5]([CH2:8][Br:9])[cH:6][cH:7]1.[CH3:20][CH2:21][CH2:22][CH2:23][N+:24]([CH2:25][CH2:26][CH2:27][CH3:28])([CH2:29][CH2:30][CH2:31][CH3:32])[CH2:33][CH2:34][CH2:35][CH3:36].[Cl-:19].[Cl:14][CH:15]([Cl:16])[CH3:17].[K:11][C:12]#[N:13].[OH2:18]>>[Br:1][c:2]1[cH:3][c:4]([Cl:10])[c:5]([CH2:8][C:12]#[N:13])[cH:6][cH:7]1.